From a dataset of the Open Reaction Database (ORD), a public repository of structured organic reaction records. describe an organic reaction: reactants, conditions, products, and yield The reactants are CSC(=C(C#N)C1=NC=CC=N1)SC (3,3-bis(methylthio)-2-(pyrimidin-2-yl)acrylonitrile), C=1(C(=CC=CC1)N)N (benzene-1,2-diamine), C=1(C(=CC=CC1)N)N (benzene-1,2-diamine). Yields the product N1C(NC2=C1C=CC=C2)=C(C#N)C2=NC=CC=N2 (2-[1H-benzimidazol-2(3H)-ylidene]-2-(pyrimidin-2-yl)acetonitrile), S1C(NC2=C1C=CC=C2)=C(C#N)C2=NC=CC=N2 (2-[benzothiazol-2(3H)-ylidene]-2-(pyrimidin-2-yl)acetonitrile). Reaction SMILES: [C:1]1([NH2:8])[C:2]([NH2:7])=[CH:3][CH:4]=[CH:5][CH:6]=1.CS[C:11]([S:21][CH3:22])=[C:12]([C:15]1[N:20]=[CH:19][CH:18]=[CH:17][N:16]=1)[C:13]#[N:14]>>[NH:7]1[C:2]2[CH:3]=[CH:4][CH:5]=[CH:6][C:1]=2[NH:8][C:11]1=[C:12]([C:15]1[N:20]=[CH:19][CH:18]=[CH:17][N:16]=1)[C:13]#[N:14].[S:21]1[C:22]2[CH:4]=[CH:5][CH:6]=[CH:1][C:2]=2[NH:7][C:11]1=[C:12]([C:15]1[N:20]=[CH:19][CH:18]=[CH:17][N:16]=1)[C:13]#[N:14]. Procedure details: In the first step of the synthesis, a benzene-1,2-diamine (1, X═NH) or 2-aminothiophenol (1, X═S) is coupled with a 3,3-bis(methylthio)-2-(pyrimidin-2-yl)acrylonitrile 9 to give a 2-[1H-benzimidazol-2(3H)-ylidene]-2-(pyrimidin-2-yl)acetonitrile or 2-[benzothiazol-2(3H)-ylidene]-2-(pyrimidin-2-yl)acetonitrile 6. The reaction is carried out under generally the same conditions as are used in the first step of the first half of Reaction Scheme 1. In the second step, the compound of formula 6 is hydr... The reactants are CC(C)([O-])C.[K+] (potassium tert-butoxide), COC(C(C(=O)OC)C1=CC(=CC=C1)CC(=O)OC)=O (2-(3-Methoxycarbonylmethyl-phenyl)-malonic acid dimethyl ester), IC (iodomethane). The solvent is CN(C)C=O (DMF). Reaction conditions: time 10 minute. Yields the product COC(C(C(=O)OC)(C)C1=CC(=CC=C1)CC(=O)OC)=O (2-(3-Methoxycarbonylmethyl-phenyl)-2-methyl-malonic acid dimethyl ester). Yield: 34.5%. RXN SMILES: [CH3:1][O:2][C:3](=[O:20])[CH:4]([C:9]1[CH:14]=[CH:13][CH:12]=[C:11]([CH2:15][C:16]([O:18][CH3:19])=[O:17])[CH:10]=1)[C:5]([O:7][CH3:8])=[O:6].[CH3:21]C(C)([O-])C.[K+].IC>CN(C=O)C>[CH3:8][O:7][C:5](=[O:6])[C:4]([C:9]1[CH:14]=[CH:13][CH:12]=[C:11]([CH2:15][C:16]([O:18][CH3:19])=[O:17])[CH:10]=1)([CH3:21])[C:3]([O:2][CH3:1])=[O:20] |f:1.2|. Reported procedure: The compound of step 1 (0.353 g, 1.26 mmol) was dissolved in DMF (1.5 ml), potassium tert-butoxide (151 mg, 1.32 mmol) was added, the mixture stirred at room temperature for 10 min, and then iodomethane (0.542 g, 3.78 mmol) was added. The mixture was stirred at room temperature for 3 h and partitioned between EA and 2 N hydrochloric acid. The combined extracts were washed with a saturated aqueous sodium chloride solution, dried over sodium sulfate and evaporated to dryness. The residue was purif... The reactants are N1(CCCCCC1)CCN1CCC(CC1)NC(=O)C=1NC2=CC=CC(=C2C1)OC=1C=C(C=CC1)C (4-m-Tolyloxy-1H-indole-2-carboxylic acid [1-(2-azepan-1-yl-ethyl)piperidin-4-yl]-amide), Cl.Cl.Cl.NC1CCN(CC1)CCN1CCC(CC1)O (1-[2-(4-Amino-piperidin-1-yl)-ethyl]-piperidin-4-ol tri-hydrochloride). The product is OC1CCN(CC1)CCN1CCC(CC1)NC(=O)C=1NC2=CC=CC(=C2C1)OC=1C=C(C=CC1)C (4-m-Tolyloxy-1H-indole-2-carboxylic acid {1-[2-(4-hydroxy-piperidin-1-yl)-ethyl]-piperidin-4-yl}-amide). RXN SMILES: [N:1]1([CH2:8][CH2:9][N:10]2[CH2:15][CH2:14][CH:13]([NH:16][C:17]([C:19]3[NH:20][C:21]4[C:26]([CH:27]=3)=[C:25]([O:28][C:29]3[CH:30]=[C:31]([CH3:35])[CH:32]=[CH:33][CH:34]=3)[CH:24]=[CH:23][CH:22]=4)=[O:18])[CH2:12][CH2:11]2)C[CH2:6][CH2:5][CH2:4][CH2:3][CH2:2]1.Cl.Cl.Cl.NC1CCN(CCN2CCC([OH:54])CC2)CC1>>[OH:54][CH:4]1[CH2:3][CH2:2][N:1]([CH2:8][CH2:9][N:10]2[CH2:11][CH2:12][CH:13]([NH:16][C:17]([C:19]3[NH:20][C:21]4[C:26]([CH:27]=3)=[C:25]([O:28][C:29]3[CH:30]=[C:31]([CH3:35])[CH:32]=[CH:33][CH:34]=3)[CH:24]=[CH:23][CH:22]=4)=[O:18])[CH2:14][CH2:15]2)[CH2:6][CH2:5]1 |f:1.2.3.4|. Reported procedure: This compound is synthesized analogously to Example 1 from 4-m-tolyloxy-1H-indole-2-carboxylic acid 133 (see example 112) and amine 21.